Dataset: the Open Reaction Database (ORD), a public repository of structured organic reaction records. Task: describe an organic reaction: reactants, conditions, products, and yield Starting materials: ClCCl, O=S(=O)(Cl)c1ccc(Cl)cc1, [Na+], [OH-], O, NCCc1cccnc1. The product is O=S(=O)(NCCc1cccnc1)c1ccc(Cl)cc1. Reaction SMILES: [CH2:24]([Cl:25])[Cl:26].[Cl:10][c:11]1[cH:12][cH:13][c:14]([S:17](=[O:18])(=[O:19])[Cl:20])[cH:15][cH:16]1.[Na+:22].[OH-:21].[OH2:23].[n:1]1[cH:2][c:3]([CH2:7][CH2:8][NH2:9])[cH:4][cH:5][cH:6]1>>[n:1]1[cH:2][c:3]([CH2:7][CH2:8][NH:9][S:17]([c:14]2[cH:13][cH:12][c:11]([Cl:10])[cH:16][cH:15]2)(=[O:18])=[O:19])[cH:4][cH:5][cH:6]1. Reactants: C1(=CC=CC=C1)C=1C=C(C=NC1Cl)OC[C@H]1NCC1 (5-phenyl-6-chloro-3-(2-(S)-azetidinylmethoxy)pyridine), C=O (formalin), C(=O)O (formic acid), [BH3-]C#N.[Na+] (NaCNBH3). Solvent: CCO (EtOH), O (water), C(=O)([O-])[O-].[K+].[K+] (K2CO3). Reaction conditions: time 16 hour. Product: Cl.C1(=CC=CC=C1)C=1C=C(C=NC1Cl)OC[C@H]1N(CC1)C (5-Phenyl-6-chloro-3(1-methyl-2-(S)-azetidinylmethoxy)pyridine hydrochloride). Reaction SMILES: [C:1]1([C:7]2[CH:8]=[C:9]([O:14][CH2:15][C@@H:16]3[CH2:19][CH2:18][NH:17]3)[CH:10]=[N:11][C:12]=2[Cl:13])[CH:6]=[CH:5][CH:4]=[CH:3][CH:2]=1.C=O.[CH:22](O)=O.[BH3-]C#N.[Na+]>CCO.O.C([O-])([O-])=O.[K+].[K+]>[ClH:13].[C:1]1([C:7]2[CH:8]=[C:9]([O:14][CH2:15][C@@H:16]3[CH2:19][CH2:18][N:17]3[CH3:22])[CH:10]=[N:11][C:12]=2[Cl:13])[CH:2]=[CH:3][CH:4]=[CH:5][CH:6]=1 |f:3.4,7.8.9,10.11|. Reported procedure: To 5-phenyl-6-chloro-3-(2-(S)-azetidinylmethoxy)pyridine from Example 67 (100 mg, 0.36 mmol) in EtOH (3 mL) was added formalin (37%, 0.5 mL) and formic acid (0.25 mL), and the pH was adjusted to 6. Then NaCNBH3 (70 mg) was added, and the mixture was stirred at room temperature for 16 hours. The mixture was diluted with water and saturated with K2CO3. The mixture was extracted with CHCl3. The solvent was dried over MgSO4, filtered and concentrated. The residue was chromatographed on a silica gel ... Starting materials: NCCOC1=C(C(=O)OC)C=CC=C1OC (methyl 2-[(2-aminoethyl)oxy]-3-(methyloxy)benzoate). Run in C1(=CC=CC=C1)C (toluene). Reaction conditions: temperature 110 celsius. Yields the product COC1=CC=CC=2C(NCCOC21)=O (9-(Methyloxy)-3,4-dihydro-1,4-benzoxazepin-5(2H)-one). Yield: 101.0%. Reaction SMILES: [NH2:1][CH2:2][CH2:3][O:4][C:5]1[C:14]([O:15][CH3:16])=[CH:13][CH:12]=[CH:11][C:6]=1[C:7](OC)=[O:8]>C1(C)C=CC=CC=1>[CH3:16][O:15][C:14]1[C:5]2[O:4][CH2:3][CH2:2][NH:1][C:7](=[O:8])[C:6]=2[CH:11]=[CH:12][CH:13]=1. Procedure details: A solution of methyl 2-[(2-aminoethyl)oxy]-3-(methyloxy)benzoate (Preparation 56) (11.9 g, 52.8 mmol) in toluene (200 ml) was stirred and heated at 110° C. for 1 hour then cooled and evaporated to give the title compound (10.3 g) as a sandy coloured solid. MS (ES): C10H11NO3 requires 193; found 194 [M+H]+. Reactants: BrC=1C(=NC(=NC1S(=O)C)N)C=1OC=CC1 (5-bromo-4-furan-2-yl-6-methanesulfinyl-pyrimidin-2-yl-amine), M{79Br} H+, C1(=CC=CC=C1)NCCN (N-phenylethylenediamine), M{81Br} H+. Solvent: O1CCOCC1 (dioxane). The product is BrC=1C(=NC(=NC1C=1OC=CC1)N)NCCNC1=CC=CC=C1 (5-Bromo-6-furan-2-yl-N4-(2-phenylamino-ethyl)-pyrimidine-2,4-diamine). Reaction SMILES: [Br:1][C:2]1[C:3]([C:12]2[O:13][CH:14]=[CH:15][CH:16]=2)=[N:4][C:5]([NH2:11])=[N:6][C:7]=1S(C)=O.[C:17]1([NH:23][CH2:24][CH2:25][NH2:26])[CH:22]=[CH:21][CH:20]=[CH:19][CH:18]=1>O1CCOCC1>[Br:1][C:2]1[C:7]([NH:26][CH2:25][CH2:24][NH:23][C:17]2[CH:22]=[CH:21][CH:20]=[CH:19][CH:18]=2)=[N:6][C:5]([NH2:11])=[N:4][C:3]=1[C:12]1[O:13][CH:14]=[CH:15][CH:16]=1. Procedure: From 5-bromo-4-furan-2-yl-6-methanesulfinyl-pyrimidin-2-yl-amine and N-phenylethylenediamine in dioxane. ES-MS m/e (%): 376 (M{81Br}+H+, 100), 374 (M{79Br}+H+, 95).